This data is from the Open Reaction Database (ORD), a public repository of structured organic reaction records. The task is: describe an organic reaction: reactants, conditions, products, and yield The reactants are BrCc1ccccc1, O=C([O-])[O-], CN(C)C=O, [K+], [K+], O, Cc1cc(O)cc(C)c1-c1cccc(C=O)c1. Yields the product Cc1cc(OCc2ccccc2)cc(C)c1-c1cccc(C=O)c1. RXN SMILES: [Br:18][CH2:19][c:20]1[cH:21][cH:22][cH:23][cH:24][cH:25]1.[C:26](=[O:27])([O-:28])[O-:29].[CH3:33][N:34]([CH3:35])[CH:36]=[O:37].[K+:30].[K+:31].[OH2:32].[OH:1][c:2]1[cH:3][c:4]([CH3:17])[c:5](-[c:9]2[cH:10][c:11]([CH:15]=[O:16])[cH:12][cH:13][cH:14]2)[c:6]([CH3:8])[cH:7]1>>[O:1]([c:2]1[cH:3][c:4]([CH3:17])[c:5](-[c:9]2[cH:10][c:11]([CH:15]=[O:16])[cH:12][cH:13][cH:14]2)[c:6]([CH3:8])[cH:7]1)[CH2:19][c:20]1[cH:21][cH:22][cH:23][cH:24][cH:25]1. The reactants are B, O=C([O-])[O-], C1CCOC1, COc1ccc(C(CC(=O)O)N2Cc3ccccc3C2=O)cc1OC, [K+], [K+], O. Yields the product COc1ccc(C(CCO)N2Cc3ccccc3C2=O)cc1OC. As a reaction SMILES: [BH3:26].[C:28](=[O:29])([O-:30])[O-:31].[CH2:34]1[O:35][CH2:36][CH2:37][CH2:38]1.[CH3:1][O:2][c:3]1[cH:4][c:5]([CH:11]([CH2:12][C:13](=[O:14])[OH:15])[N:16]2[C:17](=[O:25])[c:18]3[cH:19][cH:20][cH:21][cH:22][c:23]3[CH2:24]2)[cH:6][cH:7][c:8]1[O:9][CH3:10].[K+:32].[K+:33].[OH2:27]>>[CH3:1][O:2][c:3]1[cH:4][c:5]([CH:11]([CH2:12][CH2:13][OH:14])[N:16]2[C:17](=[O:25])[c:18]3[cH:19][cH:20][cH:21][cH:22][c:23]3[CH2:24]2)[cH:6][cH:7][c:8]1[O:9][CH3:10].